Dataset: the Open Reaction Database (ORD), a public repository of structured organic reaction records. Task: describe an organic reaction: reactants, conditions, products, and yield Reactants: O=C1CCC(=O)N1Br, ClCCl, Nc1cncc(Cl)n1. As a reaction SMILES: [Br:9][N:10]1[C:11](=[O:12])[CH2:13][CH2:14][C:15]1=[O:16].[Cl:17][CH2:18][Cl:19].[Cl:1][c:2]1[cH:3][n:4][cH:5][c:6]([NH2:8])[n:7]1>>[Cl:1][c:2]1[c:3]([Br:9])[n:4][cH:5][c:6]([NH2:8])[n:7]1. Product: Nc1cnc(Br)c(Cl)n1.